Dataset: the Open Reaction Database (ORD), a public repository of structured organic reaction records. Task: describe an organic reaction: reactants, conditions, products, and yield Starting materials: N(=NC(=O)OCC)C(=O)OCC (Diethyl azodicarboxylate), C1(=CC=CC=C1)C(C=1N=NNN1)C1=CC=CC=C1 (5-(diphenylmethyl)-2H-tetrazole), OCCC=1C=C(OCC(=O)OC)C=CC1 (methyl [3-(2-hydroxyethyl)phenoxy]acetate), C1(=CC=CC=C1)P(C1=CC=CC=C1)C1=CC=CC=C1 (triphenylphosphine). Run in C1CCOC1 (THF). Reaction conditions: temperature 0 celsius, time 1 hour. Product: C1(=CC=CC=C1)C(C=1N=NN(N1)CCC=1C=C(OCC(=O)OC)C=CC1)C1=CC=CC=C1 (methyl [3-[2-[5-(diphenylmethyl)-2H-tetrazol-2-yl]ethyl]phenoxy]acetate). Yield: 58.9%. RXN SMILES: N(C(OCC)=O)=NC(OCC)=O.[C:13]1([CH:19]([C:25]2[CH:30]=[CH:29][CH:28]=[CH:27][CH:26]=2)[C:20]2[N:21]=[N:22][NH:23][N:24]=2)[CH:18]=[CH:17][CH:16]=[CH:15][CH:14]=1.O[CH2:32][CH2:33][C:34]1[CH:35]=[C:36]([CH:43]=[CH:44][CH:45]=1)[O:37][CH2:38][C:39]([O:41][CH3:42])=[O:40].C1(P(C2C=CC=CC=2)C2C=CC=CC=2)C=CC=CC=1>C1COCC1>[C:25]1([CH:19]([C:13]2[CH:14]=[CH:15][CH:16]=[CH:17][CH:18]=2)[C:20]2[N:21]=[N:22][N:23]([CH2:32][CH2:33][C:34]3[CH:35]=[C:36]([CH:43]=[CH:44][CH:45]=3)[O:37][CH2:38][C:39]([O:41][CH3:42])=[O:40])[N:24]=2)[CH:26]=[CH:27][CH:28]=[CH:29][CH:30]=1. Procedure details: Diethyl azodicarboxylate (0.96 g, 5.5 mmol) was added to a stirred solution of 5-(diphenylmethyl)-2H-tetrazole (1.00 g, 4.2 mmol), methyl [3-(2-hydroxyethyl)phenoxy]acetate (0.98 g, 4.6 mmol) and triphenylphosphine (1.44 g, 5.5 mmol) in dry THF (17 mL) cooled to 0° C. in an ice bath. The ice bath was removed and the mixture stirred at room temperature for 1 hour before the solvent was evaporated. The residue was chromatographed on a column of silica gel using a mixture of hexanes and ethyl aceta... Starting materials: BrC=1C=C(C(=O)O)C=C(C1OC1=CC(=C(C=C1)OC)C(C)C)Br (3,5-Dibromo-4-(4-methoxy-3-isopropylphenoxy)benzoic acid), NCCC1=CC=C(C=C1)S(=O)(=O)N (4-(2-aminoethyl)benzenesulphonamide). Yields the product BrC=1C=C(C(=O)C2=C(C=CC(=C2)CCN)S(=O)(=O)N)C=C(C1OC1=CC(=C(C=C1)O)C(C)C)Br (3,5-Dibromo-4-(4-hydroxy-3-isopropylphenoxy)benzoyl-4-(2-aminoethyl)benzenesulphonam ide). Yield: 46.7%. Reaction SMILES: [Br:1][C:2]1[CH:3]=[C:4]([CH:8]=[C:9]([Br:23])[C:10]=1[O:11][C:12]1[CH:17]=[CH:16][C:15]([O:18]C)=[C:14]([CH:20]([CH3:22])[CH3:21])[CH:13]=1)[C:5]([OH:7])=O.[NH2:24][CH2:25][CH2:26][C:27]1[CH:32]=[CH:31][C:30]([S:33]([NH2:36])(=[O:35])=[O:34])=[CH:29][CH:28]=1>>[Br:1][C:2]1[CH:3]=[C:4]([CH:8]=[C:9]([Br:23])[C:10]=1[O:11][C:12]1[CH:17]=[CH:16][C:15]([OH:18])=[C:14]([CH:20]([CH3:22])[CH3:21])[CH:13]=1)[C:5]([C:29]1[CH:28]=[C:27]([CH2:26][CH2:25][NH2:24])[CH:32]=[CH:31][C:30]=1[S:33]([NH2:36])(=[O:35])=[O:34])=[O:7]. Procedure details: 3,5-Dibromo-4-(4-methoxy-3-isopropylphenoxy)benzoic acid (0.035 mmol) was coupled with 4-(2-aminoethyl)benzenesulphonamide (0.175 mmol) using the method described in Example 58. Purification on HPLC of the residue gave 10 mg (47%) of the title compound. The reactants are C1(=CC=CC=C1)C (toluene), ClC(=O)OCC1=CC=CC=C1 (benzyl chloroformate), CNCCO (N-methyl ethanolamine). Solvent: CN(C)C=O.O (DMF H2O). The product is CN(CCO)C(=O)OCC1=CC=CC=C1 (N-methyl-N-(benzyloxy carbonyl)ethanolamine). The yield is 54.1%. Reaction SMILES: [CH3:1][NH:2][CH2:3][CH2:4][OH:5].C1(C)C=CC=CC=1.Cl[C:14]([O:16][CH2:17][C:18]1[CH:23]=[CH:22][CH:21]=[CH:20][CH:19]=1)=[O:15]>CN(C=O)C.O>[CH3:1][N:2]([C:14]([O:16][CH2:17][C:18]1[CH:23]=[CH:22][CH:21]=[CH:20][CH:19]=1)=[O:15])[CH2:3][CH2:4][OH:5] |f:3.4|. Procedure: To a stirred and cooled (0° C.) solution of N-methyl ethanolamine (3.10 g, 41.27 mmol), Et3 N (11.80 mL, 84.66 mmol) in DMF-H2O (3:1, v/v, 40 mL) was added dropwise 30% toluene solution of benzyl chloroformate (25.40 g, 49.13 mmol) for over 15 min. The resulting mixture was stirred for 1 day at room temp. The mixture was extracted with EtOAc. The extract was washed with sat. NaHCO3, brine, dried over Na2SO4, and evaporated. The residue was purified by column chromatography on silica-gel with n-h... Starting materials: C(=O)[C@@H]1CCC[C@@H]2SCC[C@@H](C(N21)=O)NC(OC(C)(C)C)=O (tert-butyl (4S,7S,10aS)-7-formyl-5-oxooctahydro-2H-pyrido[2,1-b][1,3]thiazepin-4-ylcarbamate), C[Si]([N-][Si](C)(C)C)(C)C.[K+] (potassium hexamethyldisilazide), C1(=CC=CC=C1)C (toluene). Reagents/catalysts: [I-].C[P+](OC1=CC=CC=C1)(OC1=CC=CC=C1)OC1=CC=CC=C1 (methyltriphenoxyphosphonium iodide). Run in C1CCOC1 (THF), C1CCOC1 (THF), [NH4+].[Cl-] (NH4Cl). Conditions: temperature 0 celsius, time 10 minute. Yields the product O=C1N2[C@@H](SCC[C@@H]1NC(OC(C)(C)C)=O)CCC[C@H]2C=C (tert-butyl (4S,7S,10aS)-5-oxo-7-vinyloctahydro-2H-pyrido[2,1-b][1,3]thiazepin-4-ylcarbamate). The yield is 90.2%. RXN SMILES: C[Si](C)(C)[N-][Si](C)(C)C.[K+].[C:11]1([CH3:17])[CH:16]=[CH:15][CH:14]=[CH:13][CH:12]=1.C([C@H]1[N:30]2[C@@H]([S:25][CH2:26][CH2:27][C@H:28]([NH:32][C:33](=[O:39])[O:34][C:35]([CH3:38])([CH3:37])[CH3:36])[C:29]2=[O:31])CCC1)=O>[I-].C[P+](OC1C=CC=CC=1)(OC1C=CC=CC=1)OC1C=CC=CC=1.C1COCC1.[NH4+].[Cl-]>[O:31]=[C:29]1[C@@H:28]([NH:32][C:33](=[O:39])[O:34][C:35]([CH3:37])([CH3:36])[CH3:38])[CH2:27][CH2:26][S:25][C@H:17]2[CH2:11][CH2:16][CH2:15][C@@H:14]([CH:13]=[CH2:12])[N:30]12 |f:0.1,4.5,7.8|. Procedure details: To a stirred suspension of methyltriphenoxyphosphonium iodide (716 mg, 1.58 mmol) in dry THF (5 mL) under argon at 0° C. was added dropwise a solution of 0.5 M potassium hexamethyldisilazide in toluene (3.17 mL, 1.58 mmol). The reaction mixture was stirred for 10 min at 0° C. and then for 20 min at rt. Then, the reaction temperature was lowered to −78° C. and a solution of tert-butyl (4S,7S,10aS)-7-formyl-5-oxooctahydro-2H-pyrido[2,1-b][1,3]thiazepin-4-ylcarbamate (400 mg, 1.22 mmol) in dry THF ... Starting materials: COc1ccc2ccncc2c1, CCOC(C)=O, Cl, c1ccncc1. The product is Oc1ccc2ccncc2c1. Reaction SMILES: [CH3:1][O:2][c:3]1[cH:4][cH:5][c:6]2[cH:7][cH:8][n:9][cH:10][c:11]2[cH:12]1.[CH3:20][CH2:21][O:22][C:23](=[O:24])[CH3:25].[ClH:13].[n:14]1[cH:15][cH:16][cH:17][cH:18][cH:19]1>>[OH:2][c:3]1[cH:4][cH:5][c:6]2[cH:7][cH:8][n:9][cH:10][c:11]2[cH:12]1. Reactants: N#CC1(NC(=O)C2CC(S(=O)(=O)c3ccc(F)cc3Cl)CC2C(=O)N2CC(F)(F)C2)CC1, CC(=O)N1CCNCC1. Yields the product CC(=O)N1CCN(c2ccc(S(=O)(=O)C3CC(C(=O)NC4(C#N)CC4)C(C(=O)N4CC(F)(F)C4)C3)c(Cl)c2)CC1. RXN SMILES: [C:1](#[N:2])[C:3]1([NH:6][C:7](=[O:8])[CH:9]2[CH:10]([C:25](=[O:26])[N:27]3[CH2:28][C:29]([F:31])([F:32])[CH2:30]3)[CH2:11][CH:12]([S:14](=[O:15])(=[O:16])[c:17]3[c:18]([Cl:24])[cH:19][c:20]([F:23])[cH:21][cH:22]3)[CH2:13]2)[CH2:4][CH2:5]1.[C:33]([CH3:34])(=[O:35])[N:36]1[CH2:37][CH2:38][NH:39][CH2:40][CH2:41]1>>[C:1](#[N:2])[C:3]1([NH:6][C:7](=[O:8])[CH:9]2[CH:10]([C:25](=[O:26])[N:27]3[CH2:28][C:29]([F:31])([F:32])[CH2:30]3)[CH2:11][CH:12]([S:14](=[O:15])(=[O:16])[c:17]3[c:18]([Cl:24])[cH:19][c:20]([N:39]4[CH2:38][CH2:37][N:36]([C:33]([CH3:34])=[O:35])[CH2:41][CH2:40]4)[cH:21][cH:22]3)[CH2:13]2)[CH2:4][CH2:5]1. The reactants are BrCCBr (1,2-dibromoethane), C1=CC=CC=2C(C3=C(CCC21)C=CC=C3)C=O (10,11-dihydro-5H-dibenzo[a,d]cyclohepten-5-carboxaldehyde), [OH-].[Na+] (sodium hydroxide). Reagents/catalysts: [Br-].C(CCC)[N+](CCCC)(CCCC)CCCC (tetrabutylammonium bromide). Run in ClCCl (dichloromethane), ClCCl (dichloromethane). Reaction conditions: time 8 hour. The product is C1=CC=CC=2C(C3=C(CCC21)C=CC=C3)=COCCBr (2-((10, 11-dihydro-5H-dibenzo[a,d]cyclohepten-5-ylidene)methoxy)ethylbromide). RXN SMILES: [CH:1]1[C:11]2[CH2:10][CH2:9][C:8]3[CH:12]=[CH:13][CH:14]=[CH:15][C:7]=3[CH:6]([CH:16]=[O:17])[C:5]=2[CH:4]=[CH:3][CH:2]=1.[Br:18][CH2:19][CH2:20]Br.[OH-].[Na+]>[Br-].C([N+](CCCC)(CCCC)CCCC)CCC.ClCCl>[CH:1]1[C:11]2[CH2:10][CH2:9][C:8]3[CH:12]=[CH:13][CH:14]=[CH:15][C:7]=3[C:6](=[CH:16][O:17][CH2:20][CH2:19][Br:18])[C:5]=2[CH:4]=[CH:3][CH:2]=1 |f:2.3,4.5|. Procedure: To a solution of 10,11-dihydro-5H-dibenzo[a,d]cyclohepten-5-carboxaldehyde (11.3 g, 51 mmol, prepared in a similar way as described in Acta Chem. Scand. 1978, B33, 100-103) and tetrabutylammonium bromide (1.64 g, 5.1 mmol) in dichloromethane (100 ml) was added 1,2-dibromoethane (62 ml) and a 12 M sodium hydroxide solution (100 ml). The reaction mixture was stirred vigorously overnight and dichloromethane (100 ml) was added. The phases were separated and the aqueous phase was extracted with dichl...